Dataset: the Open Reaction Database (ORD), a public repository of structured organic reaction records. Task: describe an organic reaction: reactants, conditions, products, and yield Isolated yield 60.0%. Product: COC1=CC(=C(C=C1C=1SC=CC1)/C=C/C(=O)C1=CC=C(C=C1)S(=O)(=O)N)OCC1=NN=NN1 (4-{3E-[4-Methoxy-2-(1H-tetrazol-5-ylmethoxy)-5-thiophen-2-yl-phenyl]-acryloyl}-benzenesulfonamide). Reactants: C(C)(=O)C1=CC=C(C=C1)S(=O)(=O)N (4-acetyl-benzenesulfonamide), COC1=CC(=C(C=O)C=C1C=1SC=CC1)OCC1=NN=NN1 (4-methoxy-2-(1H-tetrazol-5-ylmethoxy)-5-thiophen-2-yl-benzaldehyde). As a reaction SMILES: [C:1]([C:4]1[CH:9]=[CH:8][C:7]([S:10]([NH2:13])(=[O:12])=[O:11])=[CH:6][CH:5]=1)(=[O:3])[CH3:2].[CH3:14][O:15][C:16]1[C:23]([C:24]2[S:25][CH:26]=[CH:27][CH:28]=2)=[CH:22][C:19]([CH:20]=O)=[C:18]([O:29][CH2:30][C:31]2[NH:35][N:34]=[N:33][N:32]=2)[CH:17]=1>>[CH3:14][O:15][C:16]1[C:23]([C:24]2[S:25][CH:26]=[CH:27][CH:28]=2)=[CH:22][C:19](/[CH:20]=[CH:2]/[C:1]([C:4]2[CH:5]=[CH:6][C:7]([S:10]([NH2:13])(=[O:11])=[O:12])=[CH:8][CH:9]=2)=[O:3])=[C:18]([O:29][CH2:30][C:31]2[NH:32][N:33]=[N:34][N:35]=2)[CH:17]=1. Procedure: The title compound was prepared by condensing 4-acetyl-benzenesulfonamide (Ex-26A) and 4-methoxy-2-(1H-tetrazol-5-ylmethoxy)-5-thiophen-2-yl-benzaldehyde (Ex-89A) in a similar manner as described in Ex-22. Yellow solid, mp 163–164° C. (dec), 60% yield. 1H-NMR (300 MHz, DMSO-d6) δ 8.31–8.34 (m, 3H), 7.92–8.15 (m, 4H), 7.70 (d, 1H, J=4.0 Hz), 7.54 (m, 3H), 7.15–7.17 (m, 1H), 6.92 (s, 1H), 4.64 (brs, 2H), 4.03 (s, 5H). MS (ESI) m/z=498 ([M+H]+, 100%). Anal. Calcd. for C22H19N5O5S2.1½H2O: C, 50.37; ... Starting materials: C(C)I (Ethyl iodide), OCCOCCOCCS(=O)(=O)CCC(C)(C)NC(OCC1=CC=CC=C1)=O (benzyl 4-(2-(2-(2-hydroxyethoxy)ethoxy)ethylsulfonyl)-2-methylbutan-2-ylcarbamate), [H-].[Na+] (sodium hydride). The solvent is CN(C)C=O (DMF), CN(C)C=O (DMF), CCOC(=O)C (EtOAc). Run at time 3 hour. Product: C(C)OCCOCCOCCS(=O)(=O)CCC(C)(C)NC(OCC1=CC=CC=C1)=O (Benzyl 4-(2-(2-(2-ethoxyethoxy)ethoxy)ethylsulfonyl)-2-methylbutan-2-ylcarbamate). Isolated yield 26.8%. As a reaction SMILES: [H-].[Na+].[OH:3][CH2:4][CH2:5][O:6][CH2:7][CH2:8][O:9][CH2:10][CH2:11][S:12]([CH2:15][CH2:16][C:17]([NH:20][C:21](=[O:30])[O:22][CH2:23][C:24]1[CH:29]=[CH:28][CH:27]=[CH:26][CH:25]=1)([CH3:19])[CH3:18])(=[O:14])=[O:13].[CH2:31](I)[CH3:32]>CN(C=O)C.CCOC(C)=O>[CH2:31]([O:3][CH2:4][CH2:5][O:6][CH2:7][CH2:8][O:9][CH2:10][CH2:11][S:12]([CH2:15][CH2:16][C:17]([NH:20][C:21](=[O:30])[O:22][CH2:23][C:24]1[CH:25]=[CH:26][CH:27]=[CH:28][CH:29]=1)([CH3:18])[CH3:19])(=[O:13])=[O:14])[CH3:32] |f:0.1|. Procedure: A solution of 60% sodium hydride (50 mg, 1.3 mmol) in DMF (4 ml) was cooled to 0° C. under N2 and benzyl 4-(2-(2-(2-hydroxyethoxy)ethoxy)ethylsulfonyl)-2-methylbutan-2-ylcarbamate (419.6 mg, 1.005 mmol) in DMF (1 ml) was added dropwise. Ethyl iodide (100 ul, 1.25 mmol) was added dropwise. The solution was stirred for 3 h, diluted with EtOAc (300 ml), washed with 2×100 ml sat. NaCl, dried on MgSO4, and concentrated in vacuo. The resulting residue was purified by flash chromatography (30% to 80% E...